describe an organic reaction: reactants, conditions, products, and yield From a dataset of the Open Reaction Database (ORD), a public repository of structured organic reaction records. Reactants: CCOC(=O)C=O, CCCc1nc(CCN)cn1Cc1ccc(-c2ccccc2-c2nnnn2C(c2ccccc2)(c2ccccc2)c2ccccc2)cc1, C1CCOC1, O. The product is CCCc1nc2c(n1Cc1ccc(-c3ccccc3-c3nnnn3C(c3ccccc3)(c3ccccc3)c3ccccc3)cc1)C(C(=O)OCC)NCC2. As a reaction SMILES: [C:50]([CH:51]=[O:52])(=[O:53])[O:54][CH2:55][CH3:56].[CH2:1]([CH2:2][CH3:3])[c:4]1[n:5]([CH2:12][c:13]2[cH:14][cH:15][c:16](-[c:19]3[c:20](-[c:25]4[n:26][n:27][n:28][n:29]4[C:30]([c:31]4[cH:32][cH:33][cH:34][cH:35][cH:36]4)([c:37]4[cH:38][cH:39][cH:40][cH:41][cH:42]4)[c:43]4[cH:44][cH:45][cH:46][cH:47][cH:48]4)[cH:21][cH:22][cH:23][cH:24]3)[cH:17][cH:18]2)[cH:6][c:7]([CH2:9][CH2:10][NH2:11])[n:8]1.[O:57]1[CH2:58][CH2:59][CH2:60][CH2:61]1.[OH2:49]>>[CH2:1]([CH2:2][CH3:3])[c:4]1[n:5]([CH2:12][c:13]2[cH:14][cH:15][c:16](-[c:19]3[c:20](-[c:25]4[n:26][n:27][n:28][n:29]4[C:30]([c:31]4[cH:32][cH:33][cH:34][cH:35][cH:36]4)([c:37]4[cH:38][cH:39][cH:40][cH:41][cH:42]4)[c:43]4[cH:44][cH:45][cH:46][cH:47][cH:48]4)[cH:21][cH:22][cH:23][cH:24]3)[cH:17][cH:18]2)[c:6]2[c:7]([n:8]1)[CH2:9][CH2:10][NH:11][CH:51]2[C:50](=[O:53])[O:54][CH2:55][CH3:56]. Starting materials: C(C)C=1C(=NC(=CN1)CC)N[C@H]1[C@H](CC2=CC=CC=C12)O ((1R,2S)-1-[(3,6-diethylpyrazin-2-yl)amino]-2,3-dihydro-1H-inden-2-ol), C(CC)[C@H]1CCC2=C(C=CS2)[C@H]1N (cis-5-propyl-4,5,6,7-tetrahydro-1-benzothiophen-4-amine). Yields the product C(C)C=1C(=NC(=CN1)CC)N[C@H]1[C@H](CCC2=C1C=CS2)CCC (3,6-diethyl-N-[Cis-5-propyl-4,5,6,7-tetrahydro-1-benzothien-4-yl]pyrazin-2-amine). Reaction SMILES: [CH2:1]([C:3]1[C:4]([NH:11][C@@H:12]2[C:20]3[C:15](=[CH:16][CH:17]=[CH:18][CH:19]=3)[CH2:14][C@@H:13]2O)=[N:5][C:6]([CH2:9][CH3:10])=[CH:7][N:8]=1)[CH3:2].C([C@@H]1[C@H](N)C2[CH:30]=[CH:31][S:32]C=2CC1)CC>>[CH2:1]([C:3]1[C:4]([NH:11][C@@H:12]2[C:20]3[CH:30]=[CH:31][S:32][C:19]=3[CH2:18][CH2:17][C@@H:16]2[CH2:15][CH2:14][CH3:13])=[N:5][C:6]([CH2:9][CH3:10])=[CH:7][N:8]=1)[CH3:2]. Procedure details: Following the procedure for the preparation of (1R,2S)-1-[(3,6-diethylpyrazin-2-yl)amino]-2,3-dihydro-1H-inden-2-ol but substituting cis-5-propyl-4,5,6,7-tetrahydro-1-benzothiophen-4-amine and making non-critical variations provided the title compound as a oil: 1H NMR (300 MHz, CDCl3) δ) 7.65, 7.05, 6.92, 5.68, 4.31, 2.97-2.80, 2.68, 2.53, 2.05, 1.97, 1.71, 1.51-1.25, 0.86; HRMS (FAB) calcd for C19H27N3S+H 330.2004, found 330.2001. Anal. Calcd for C19H27N3S: C, 69.26; H, 8.26; N, 12.75; S, 9.73.... The reactants are Nc1cnc(Br)c(Cl)n1, NC(=O)CCC(=O)NBr, ClC(Cl)Cl, Nc1cncc(Cl)n1. Product: Nc1nc(Cl)cnc1Br. As a reaction SMILES: [Br:18][c:19]1[n:20][cH:21][c:22]([NH2:23])[n:24][c:25]1[Cl:26].[Br:1][NH:2][C:3](=[O:4])[CH2:5][CH2:6][C:7]([NH2:8])=[O:9].[CH:27]([Cl:28])([Cl:29])[Cl:30].[Cl:10][c:11]1[cH:12][n:13][cH:14][c:15]([NH2:17])[n:16]1>>[Br:1][c:14]1[n:13][cH:12][c:11]([Cl:10])[n:16][c:15]1[NH2:17]. Product: CCCONC(=O)OCC. RXN SMILES: [C:11](=[O:12])([O-:13])[O-:14].[CH2:2]([CH2:3][CH3:4])[O:5][NH2:6].[CH2:7]([Cl:8])[CH2:9][Cl:10].[Cl:17][C:18](=[O:19])[O:20][CH2:21][CH3:22].[ClH:1].[K+:15].[K+:16].[OH2:23]>>[CH2:2]([CH2:3][CH3:4])[O:5][NH:6][C:18](=[O:19])[O:20][CH2:21][CH3:22]. The reactants are O=C([O-])[O-], CCCON, ClCCCl, CCOC(=O)Cl, Cl, [K+], [K+], O. Reactants: BrC1=CC=CC(=N1)CON=C(C1=CC=CC=C1)C1=NN=NN1C (N-[(6-bromopyridin-2-yl)methoxy]-1-(1-methyl-1H-tetrazol-5-yl)-1-phenylmethanimine), C1(=CC=CC=C1)B(O)O (phenylboronic acid), C(=O)([O-])[O-].[Na+].[Na+] (Na2CO3). The reagents and catalysts are C=1C=CC(=CC1)[P](C=2C=CC=CC2)(C=3C=CC=CC3)[Pd]([P](C=4C=CC=CC4)(C=5C=CC=CC5)C=6C=CC=CC6)([P](C=7C=CC=CC7)(C=8C=CC=CC8)C=9C=CC=CC9)[P](C=1C=CC=CC1)(C=1C=CC=CC1)C=1C=CC=CC1 (Tetrakis(triphenylphosphine)palladium). Solvent: C1(=CC=CC=C1)C.C(C)O.O (toluene ethanol water). Run at temperature 90 celsius. Product: CN1N=NN=C1C(=NOCC1=NC(=CC=C1)C1=CC=CC=C1)C1=CC=CC=C1 (1-(1-methyl-1H-tetrazol-5-yl)-1-phenyl-N-[(6-phenylpyridin-2-yl)methoxy]methanimine). The yield is 96.7%. RXN SMILES: Br[C:2]1[N:7]=[C:6]([CH2:8][O:9][N:10]=[C:11]([C:18]2[N:22]([CH3:23])[N:21]=[N:20][N:19]=2)[C:12]2[CH:17]=[CH:16][CH:15]=[CH:14][CH:13]=2)[CH:5]=[CH:4][CH:3]=1.[C:24]1(B(O)O)[CH:29]=[CH:28][CH:27]=[CH:26][CH:25]=1.C([O-])([O-])=O.[Na+].[Na+]>C1C=CC([P]([Pd]([P](C2C=CC=CC=2)(C2C=CC=CC=2)C2C=CC=CC=2)([P](C2C=CC=CC=2)(C2C=CC=CC=2)C2C=CC=CC=2)[P](C2C=CC=CC=2)(C2C=CC=CC=2)C2C=CC=CC=2)(C2C=CC=CC=2)C2C=CC=CC=2)=CC=1.C1(C)C=CC=CC=1.C(O)C.O>[CH3:23][N:22]1[C:18]([C:11]([C:12]2[CH:17]=[CH:16][CH:15]=[CH:14][CH:13]=2)=[N:10][O:9][CH2:8][C:6]2[CH:5]=[CH:4][CH:3]=[C:2]([C:24]3[CH:29]=[CH:28][CH:27]=[CH:26][CH:25]=3)[N:7]=2)=[N:19][N:20]=[N:21]1 |f:2.3.4,6.7.8,^1:42,44,63,82|. Procedure details: In a dried and purged vessel were added N-[(6-bromopyridin-2-yl)methoxy]-1-(1-methyl-1H-tetrazol-5-yl)-1-phenylmethanimine (0.2 g, 0.536 mmol, 1 eq.), phenylboronic acid (0.072 g, 0.58 mmol, 1.1 eq.), Na2CO3 (0.119 g, 1.12 mmol, 2.1 eq.) and Tetrakis(triphenylphosphine)palladium (0.030 g, 0.027 mmol, 0.05 eq.). A mixture of solvent was added toluene/ethanol/water (4/1/1) was added and the vessel purged with argon and sealed. The reaction was heated to 90° C. for 6 hrs. After cooling, 10 ml of Et... Reactants: CC(C)(C)[Si](C)(C)Cl, Cc1noc2cc(O)ccc12, CCOC(C)=O, Cc1ccccc1, CN(C)C=O, O, c1c[nH]cn1. Product: Cc1noc2cc(O[Si](C)(C)C(C)(C)C)ccc12. Reaction SMILES: [C:17]([CH3:18])([CH3:19])([CH3:20])[Si:21]([CH3:22])([CH3:23])[Cl:24].[CH3:1][c:2]1[n:3][o:4][c:5]2[c:6]1[cH:7][cH:8][c:9]([OH:11])[cH:10]2.[CH3:30][CH2:31][O:32][C:33]([CH3:34])=[O:35].[CH3:36][c:37]1[cH:38][cH:39][cH:40][cH:41][cH:42]1.[O:12]=[CH:13][N:14]([CH3:15])[CH3:16].[OH2:43].[nH:25]1[cH:26][cH:27][n:28][cH:29]1>>[CH3:1][c:2]1[n:3][o:4][c:5]2[c:6]1[cH:7][cH:8][c:9]([O:11][Si:21]([C:17]([CH3:18])([CH3:19])[CH3:20])([CH3:22])[CH3:23])[cH:10]2. Reactants: O=C([O-])[O-], CC1(C)OB(c2cccc(O)c2)OC1(C)C, COCCOC, Cc1ccc(NC(=O)C2(c3ccc4c(c3)OC(F)(F)O4)CC2)nc1Cl, [Na+], [Na+], c1ccc(P(c2ccccc2)(c2ccccc2)[Pd](P(c2ccccc2)(c2ccccc2)c2ccccc2)(P(c2ccccc2)(c2ccccc2)c2ccccc2)P(c2ccccc2)(c2ccccc2)c2ccccc2)cc1. The product is Cc1ccc(NC(=O)C2(c3ccc4c(c3)OC(F)(F)O4)CC2)nc1-c1cccc(O)c1. As a reaction SMILES: [C:48](=[O:49])([O-:50])[O-:51].[CH3:1][C:2]1([CH3:3])[C:4]([CH3:5])([CH3:6])[O:7][B:8]([c:9]2[cH:10][c:11]([OH:15])[cH:12][cH:13][cH:14]2)[O:16]1.[CH3:42][O:43][CH2:44][CH2:45][O:46][CH3:47].[Cl:17][c:18]1[c:19]([CH3:41])[cH:20][cH:21][c:22]([NH:24][C:25](=[O:26])[C:27]2([c:30]3[cH:31][c:32]4[c:33]([cH:39][cH:40]3)[O:34][C:35]([F:37])([F:38])[O:36]4)[CH2:28][CH2:29]2)[n:23]1.[Na+:52].[Na+:53].[cH:54]1[cH:55][cH:56][c:57]([P:58]([Pd:59]([P:60]([c:61]2[cH:62][cH:63][cH:64][cH:65][cH:66]2)([c:67]2[cH:68][cH:69][cH:70][cH:71][cH:72]2)[c:73]2[cH:74][cH:75][cH:76][cH:77][cH:78]2)([P:79]([c:80]2[cH:81][cH:82][cH:83][cH:84][cH:85]2)([c:86]2[cH:87][cH:88][cH:89][cH:90][cH:91]2)[c:92]2[cH:93][cH:94][cH:95][cH:96][cH:97]2)[P:98]([c:99]2[cH:100][cH:101][cH:102][cH:103][cH:104]2)([c:105]2[cH:106][cH:107][cH:108][cH:109][cH:110]2)[c:111]2[cH:112][cH:113][cH:114][cH:115][cH:116]2)([c:117]2[cH:118][cH:119][cH:120][cH:121][cH:122]2)[c:123]2[cH:124][cH:125][cH:126][cH:127][cH:128]2)[cH:129][cH:130]1>>[c:9]1(-[c:18]2[c:19]([CH3:41])[cH:20][cH:21][c:22]([NH:24][C:25](=[O:26])[C:27]3([c:30]4[cH:31][c:32]5[c:33]([cH:39][cH:40]4)[O:34][C:35]([F:37])([F:38])[O:36]5)[CH2:28][CH2:29]3)[n:23]2)[cH:10][c:11]([OH:15])[cH:12][cH:13][cH:14]1.